From a dataset of the Open Reaction Database (ORD), a public repository of structured organic reaction records. describe an organic reaction: reactants, conditions, products, and yield Reactants: ClC1=C(C=C2C(=C(C=NC2=C1)C#N)NC1=CC(=C(C(=C1)OC)OC)OC)[N+](=O)[O-] (7-chloro-6-nitro-4-(3,4,5-trimethoxyanilino)-3-quinolinecarbonitrile), [N-]=[N+]=[N-].[Na+] (sodium azide), ice water. Solvent: CS(=O)C (DMSO). Run at temperature 45 celsius, time 15 hour. Yields the product N(=[N+]=[N-])C1=C(C=C2C(=C(C=NC2=C1)C#N)NC1=CC(=C(C(=C1)OC)OC)OC)[N+](=O)[O-] (7-azido-6-nitro-4-(3,4,5-trimethoxyanilino)-3-quinolinecarbonitrile). Isolated yield 97.6%. Reaction SMILES: Cl[C:2]1[CH:11]=[C:10]2[C:5]([C:6]([NH:14][C:15]3[CH:20]=[C:19]([O:21][CH3:22])[C:18]([O:23][CH3:24])=[C:17]([O:25][CH3:26])[CH:16]=3)=[C:7]([C:12]#[N:13])[CH:8]=[N:9]2)=[CH:4][C:3]=1[N+:27]([O-:29])=[O:28].[N-:30]=[N+:31]=[N-:32].[Na+]>CS(C)=O>[N:30]([C:2]1[CH:11]=[C:10]2[C:5]([C:6]([NH:14][C:15]3[CH:20]=[C:19]([O:21][CH3:22])[C:18]([O:23][CH3:24])=[C:17]([O:25][CH3:26])[CH:16]=3)=[C:7]([C:12]#[N:13])[CH:8]=[N:9]2)=[CH:4][C:3]=1[N+:27]([O-:29])=[O:28])=[N+:31]=[N-:32] |f:1.2|. Reported procedure: A mixture of 506.1 mg (1.2 mmol) of 7-chloro-6-nitro-4-(3,4,5-trimethoxyanilino)-3-quinolinecarbonitrile and 390.0 mg (6.0 mmol) of sodium azide in 10.0 mL of DMSO is heated at 40-50° C. for 5 hours, and then at room temperature for 15 hours. The mixture is poured into ice water and extracted with ethyl acetate. The organic phase is washed with brine and dried over sodium sulfate. Removal of the solvent yields 493.4 mg (97.7%) of 7-azido-6-nitro-4-(3,4,5-trimethoxyanilino)-3-quinolinecarbonitril... Starting materials: COCCC=1C=NN(C1)C (4-(2-methoxyethyl)-1-methyl-1H-pyrazole), C(CCC)[Li] (n-butyllithium), CCCCCC (hexane), C(C)(C)OB1OC(C(O1)(C)C)(C)C (2-isopropoxy-4,4,5,5-tetramethyl-1,3,2-dioxaborolane). Run in O1CCCC1 (tetrahydrofuran). Reaction conditions: time 1 hour. Yields the product COCCC=1C=NN(C1B1OC(C(O1)(C)C)(C)C)C (4-(2-methoxyethyl)-1-methyl-5-(4,4,5,5-tetramethyl-1,3,2-dioxaborolan-2-yl)-1H-pyrazole). Yield: 43.5%. RXN SMILES: [CH3:1][O:2][CH2:3][CH2:4][C:5]1[CH:6]=[N:7][N:8]([CH3:10])[CH:9]=1.C([Li])CCC.CCCCCC.C(O[B:26]1[O:30][C:29]([CH3:32])([CH3:31])[C:28]([CH3:34])([CH3:33])[O:27]1)(C)C>O1CCCC1>[CH3:1][O:2][CH2:3][CH2:4][C:5]1[CH:6]=[N:7][N:8]([CH3:10])[C:9]=1[B:26]1[O:30][C:29]([CH3:32])([CH3:31])[C:28]([CH3:34])([CH3:33])[O:27]1. Procedure details: To a solution of 4-(2-methoxyethyl)-1-methyl-1H-pyrazole (0.400 g, 2.85 mmol) in tetrahydrofuran (10 mL) at 0° C. was added 1.6 M n-butyllithium in hexane (6.24 mL, 9.99 mmol). The solution was stirred at room temperature for 1 h and then cooled down to −78° C. To the solution was added 2-isopropoxy-4,4,5,5-tetramethyl-1,3,2-dioxaborolane (0.70 mL, 3.4 mmol). The reaction was continued at −78° C. for 0.5 h, then warmed up to 0° C. (taking 0.5 h). The reaction mixture was quenched with brine, adj... Starting materials: C(C1=CC=CC=C1)OC[C@H]1O[C@H](C(NC1)=O)C ((2S,6S)-6-((benzyloxy)methyl)-2-methylmorpholin-3-one), [AlH4-] (tetrahydroaluminate), O=[Si]=O (Celite 545), [OH-].[Na+] (NaOH). Run in C1CCOC1 (THF), C1CCOC1 (THF), O (water). Run at temperature 0 celsius, time 2.5 hour. Product: C(C1=CC=CC=C1)OC[C@@H]1CNC[C@@H](O1)C ((2S,6S)-2-((benzyloxy)methyl)-6-methylmorpholine). Isolated yield 46.2%. RXN SMILES: [CH2:1]([O:8][CH2:9][C@@H:10]1[CH2:15][NH:14][C:13](=O)[C@H:12]([CH3:17])[O:11]1)[C:2]1[CH:7]=[CH:6][CH:5]=[CH:4][CH:3]=1.[AlH4-].[OH-].[Na+].O=[Si]=O>C1COCC1.O>[CH2:1]([O:8][CH2:9][C@H:10]1[O:11][C@@H:12]([CH3:17])[CH2:13][NH:14][CH2:15]1)[C:2]1[CH:3]=[CH:4][CH:5]=[CH:6][CH:7]=1 |f:2.3|. Reported procedure: To a stirred solution of (2S,6S)-6-((benzyloxy)methyl)-2-methylmorpholin-3-one (6.12 g, 0.026 mol) in THF (20 mL) under a nitrogen atmosphere at rt was added 1 M tetrahydroaluminate in THF (30 mL, 0.030 mol) dropwise over a 15-min period. The reaction mixture was stirred for 2.5 h after which time it was cooled to 0° C. followed by the slow addition of water (13 mL) and then 1 N aq. NaOH (0.9 mL). The quenched reaction was stirred until the precipitate became granular after which time Celite 545...